Dataset: the Open Reaction Database (ORD), a public repository of structured organic reaction records. Task: describe an organic reaction: reactants, conditions, products, and yield Starting materials: CC1(C)OCC(c2ccc(Br)nc2)O1, [Li]CCCC, CCCCCC, CN(C)C=O, CCOCC, O. Yields the product CC1(C)OCC(c2ccc(C=O)nc2)O1. As a reaction SMILES: [Br:1][c:2]1[n:3][cH:4][c:5]([CH:8]2[O:9][C:10]([CH3:13])([CH3:14])[O:11][CH2:12]2)[cH:6][cH:7]1.[CH2:21]([Li:22])[CH2:23][CH2:24][CH3:25].[CH3:15][CH2:16][CH2:17][CH2:18][CH2:19][CH3:20].[CH3:26][N:27]([CH:28]=[O:29])[CH3:30].[CH3:32][CH2:33][O:34][CH2:35][CH3:36].[OH2:31]>>[c:2]1([CH:28]=[O:29])[n:3][cH:4][c:5]([CH:8]2[O:9][C:10]([CH3:13])([CH3:14])[O:11][CH2:12]2)[cH:6][cH:7]1. Starting materials: P(O)(O)(O)=O (phosphoric acid), CC(CC=O)=C (3-methyl-3-buten-1-al). Reaction conditions: temperature 140 celsius, time 70 minute. The product is CC(CC=O)=C (3-methyl-3-buten-1-al), CC(=CC=O)C (3-methyl-2-buten-1-al). Isolated yield 95.0%. Reaction SMILES: P(=O)(O)(O)O.[CH3:6][C:7](=[CH2:11])[CH2:8][CH:9]=[O:10]>>[CH3:11][C:7](=[CH2:6])[CH2:8][CH:9]=[O:10].[CH3:6][C:7]([CH3:11])=[CH:8][CH:9]=[O:10]. Reported procedure: 0.4 part of 75 percent strength aqueous phosphoric acid is added to 69.2 parts of 3-methyl-3-buten-1-al and the mixture is heated in a pressure vessel to 140° C. in the course of 5 minutes, whilst bringing the total pressure to 10 bars with nitrogen. After 70 minutes at the above temperature, the mixture is cooled to room temperature in the course of 5 minutes. After neutralizing the phosphoric acid, distillation at 100 mm Hg gives 4.2 parts of uncoverted 3-methyl-3-buten-1-al and 61.8 parts (95... The reactants are Cl.CN(CCCN=C=NCC)C (1-(3-dimethylaminopropyl)-3-ethylcarbodiimide hydrochloride), C(C)(C)N(CC)C(C)C (diisopropylethylamine), CC1(CC(C(C2CNCC12)(O)C1=C(C=CC=C1)OC)O)C ((3aRS,4RS,5RS,7aRS)-7,7-dimethyl-4-(2-methoxyphenyl)-4,5-perhydroisoindolediol), N1C=C(C2=CC=CC=C12)CC(=O)O (3-indoleacetic acid). Reagents/catalysts: ON1N=NC2=C1C=CC=C2 (1-hydroxybenzotriazole). The solvent is ClCCl (dichloromethane), ClCCl (dichloromethane). Reaction conditions: time 15 hour. The product is CC1(CC(C(C2CN(CC12)C(CC1=CNC2=CC=CC=C12)=O)(O)C1=C(C=CC=C1)OC)O)C ((3aRS,4RS,5RS,7aRS)-7,7-dimethyl-4-(2-methoxyphenyl)-2-[(3-indolyl)acetyl]-4,5-perhydroisoindolediol). Isolated yield 70.9%. RXN SMILES: [CH3:1][C:2]1([CH3:21])[CH:10]2[CH:6]([CH2:7][NH:8][CH2:9]2)[C:5]([C:12]2[CH:17]=[CH:16][CH:15]=[CH:14][C:13]=2[O:18][CH3:19])([OH:11])[CH:4]([OH:20])[CH2:3]1.[NH:22]1[C:30]2[C:25](=[CH:26][CH:27]=[CH:28][CH:29]=2)[C:24]([CH2:31][C:32](O)=[O:33])=[CH:23]1.Cl.CN(C)CCCN=C=NCC.C(N(C(C)C)CC)(C)C>ClCCl.ON1C2C=CC=CC=2N=N1>[CH3:1][C:2]1([CH3:21])[CH:10]2[CH:6]([CH2:7][N:8]([C:32](=[O:33])[CH2:31][C:24]3[C:25]4[C:30](=[CH:29][CH:28]=[CH:27][CH:26]=4)[NH:22][CH:23]=3)[CH2:9]2)[C:5]([C:12]2[CH:17]=[CH:16][CH:15]=[CH:14][C:13]=2[O:18][CH3:19])([OH:11])[CH:4]([OH:20])[CH2:3]1 |f:2.3|. Reported procedure: To a solution of 0.44 g of (3aRS,4RS,5RS,7aRS)-7,7-dimethyl-4-(2-methoxyphenyl)-4,5-perhydroisoindolediol and 0.29 g of 3-indoleacetic acid in 40 cm3 of dichloromethane, cooled to 0° C., are added 5 mg of 1-hydroxybenzotriazole, 0.35 g of 1-(3-dimethylaminopropyl)-3-ethylcarbodiimide hydrochloride and 0.42 cm3 of diisopropylethylamine. The mixture is stirred for 15 hours at room temperature, 100 cm3 of dichloromethane are added and the organic phase is washed with 50 cm3 of aqueous sodium bicarb... The reactants are C1CCOC1, CCCN(CCCc1ccc(OCC(=O)O)c(C)c1)S(=O)(=O)c1sc2ccc(Cl)cc2c1C, Cl, [Li+], [OH-], O. The product is Cc1cc(CCCNS(=O)(=O)c2sc3ccc(Cl)cc3c2C)ccc1OCC(=O)O. RXN SMILES: [CH2:37]1[O:38][CH2:39][CH2:40][CH2:41]1.[Cl:1][c:2]1[cH:3][c:4]2[c:5]([s:6][c:7]([S:10](=[O:11])(=[O:12])[N:13]([CH2:14][CH2:15][CH2:16][c:17]3[cH:18][c:19]([CH3:28])[c:20]([O:21][CH2:22][C:23](=[O:24])[OH:25])[cH:26][cH:27]3)[CH2:29][CH2:30][CH3:31])[c:8]2[CH3:9])[cH:32][cH:33]1.[ClH:36].[Li+:35].[OH-:34].[OH2:42]>>[Cl:1][c:2]1[cH:3][c:4]2[c:5]([s:6][c:7]([S:10](=[O:11])(=[O:12])[NH:13][CH2:14][CH2:15][CH2:16][c:17]3[cH:18][c:19]([CH3:28])[c:20]([O:21][CH2:22][C:23](=[O:24])[OH:25])[cH:26][cH:27]3)[c:8]2[CH3:9])[cH:32][cH:33]1. The reactants are CC1=NC=C(N=C1)C (2,5-dimethylpyrazine), CN(C)CCC1=NC=C(N=C1)CCN(C)C (2,5-bis(N,N-dimethylaminoethyl)pyrazine). Product: C(=C)C1=NC=C(N=C1)C=C (2,5-Divinylpyrazine). Yield: 47.0%. As a reaction SMILES: CC1C=NC(C)=CN=1.CN([CH2:12][CH2:13][C:14]1[CH:19]=[N:18][C:17]([CH2:20][CH2:21]N(C)C)=[CH:16][N:15]=1)C>>[CH:13]([C:14]1[CH:19]=[N:18][C:17]([CH:20]=[CH2:21])=[CH:16][N:15]=1)=[CH2:12]. Reported procedure: The procedure of Example 1 was followed using 2,5-dimethylpyrazine as the starting material. The intermediate, 2,5-bis(N,N-dimethylaminoethyl)pyrazine, was prepared at a yield of 47% (118°-130° C./1.2 mm Hg). The product 2,5-divinylpyrazine was collected at 46°-50° C./1.2 mm Hg (36%, nD =1.595). It was found to be slightly soluble in water. 1H NMR (CDCl3) δ 5.57 (2H, dd, J=9.0, 1.2 Hz), 6.31 (2H, dd, J=17.7, 1.2 Hz), 6.80 (2H, dd, J=17.7, 9.0 Hz), 8.51 (2H, s); 13C NMR (CDCl3) δ 120.18, 133.27, ... Reactants: O (water), NC1=C(C=C(C=C1)[N+](=O)[O-])O (2-amino-5-nitrophenol), BrC(C(=O)C1=CC=CC=C1)(C)C (2-bromo-2-methylpropiophenone), [F-].[K+] (potassium fluoride). Solvent: CN(C=O)C (N,N-dimethylformamide). Conditions: time 15 minute. Yields the product CC1(OC2=C(N=C1C1=CC=CC=C1)C=CC(=C2)[N+](=O)[O-])C (2,2-dimethyl-7-nitro-3-phenyl-2H-1,4-benzoxazine). Isolated yield 66.4%. As a reaction SMILES: [NH2:1][C:2]1[CH:7]=[CH:6][C:5]([N+:8]([O-:10])=[O:9])=[CH:4][C:3]=1[OH:11].[F-].[K+].Br[C:15]([CH3:25])([CH3:24])[C:16]([C:18]1[CH:23]=[CH:22][CH:21]=[CH:20][CH:19]=1)=O.O>CN(C)C=O>[CH3:24][C:15]1([CH3:25])[C:16]([C:18]2[CH:23]=[CH:22][CH:21]=[CH:20][CH:19]=2)=[N:1][C:2]2[CH:7]=[CH:6][C:5]([N+:8]([O-:10])=[O:9])=[CH:4][C:3]=2[O:11]1 |f:1.2|. Procedure: To a suspension of 2-amino-5-nitrophenol (3.00 g) in N,N-dimethylformamide (30 mL) was added potassium fluoride (3.40 g), and the mixture was stirred at room temperature for 15 minutes, and thereto was added 2-bromo-2-methylpropiophenone (4.42 g). The mixture was stirred at room temperature for 0.5 hour, at 60° C. for 20 hours and at 80° C. for 3 days. After cooling, to the reaction mixture was added cold water, and the mixture was extracted with ethyl acetate. The organic layer was washed succe... The reactants are BrC1=CC(=CC=2NC(=NC21)N2CCN(CC2)C2=NC=C(C=C2Cl)Cl)C(F)(F)F (4-Bromo-2-[4-(3,5-dichloropyridin-2-yl)piperazin-1-yl]-6-trifluoromethyl-1H-benzoimidazole), FC=1C=C(C=CC1F)B(O)O (3,4-difluorophenylboronic acid). The product is ClC=1C(=NC=C(C1)Cl)N1CCN(CC1)C1=NC2=C(N1)C(=CC(=C2)C(F)(F)F)C2=CC(=C(C=C2)F)F (2-[4-(3,5-Dichloropyridin-2-yl)piperazin-1-yl]-7-(3,4-difluorophenyl)-5-(trifluoromethyl)-1H-benzoimidazole). RXN SMILES: Br[C:2]1[C:10]2[N:9]=[C:8]([N:11]3[CH2:16][CH2:15][N:14]([C:17]4[C:22]([Cl:23])=[CH:21][C:20]([Cl:24])=[CH:19][N:18]=4)[CH2:13][CH2:12]3)[NH:7][C:6]=2[CH:5]=[C:4]([C:25]([F:28])([F:27])[F:26])[CH:3]=1.[F:29][C:30]1[CH:31]=[C:32](B(O)O)[CH:33]=[CH:34][C:35]=1[F:36]>>[Cl:23][C:22]1[C:17]([N:14]2[CH2:15][CH2:16][N:11]([C:8]3[NH:9][C:10]4[C:2]([C:33]5[CH:32]=[CH:31][C:30]([F:29])=[C:35]([F:36])[CH:34]=5)=[CH:3][C:4]([C:25]([F:27])([F:28])[F:26])=[CH:5][C:6]=4[N:7]=3)[CH2:12][CH2:13]2)=[N:18][CH:19]=[C:20]([Cl:24])[CH:21]=1. Procedure details: The reaction of 4-bromo-2-[4-(3,5-dichloropyridin-2-yl)piperazin-1-yl]-6-trifluoromethyl-1H-benzoimidazole (99 mg, 0.2 mmol, Example 9) and 3,4-difluorophenylboronic acid (40 mg, 0.25 mmol, Aldrich) under the conditions of Example 10 gave the title compound as a light-yellow amorphous solid. MS (ESI, pos. ion) m/z: 528 (M+1). The reactants are CC(C)(C)OC(=O)OC(=O)[O-], O=C([O-])[O-], Cc1ccccc1, [K+], [K+], O, c1ccc(C2NCCc3ccccc32)cc1. Product: CC(C)(C)OC(=O)N1CCc2ccccc2C1c1ccccc1. Reaction SMILES: [C:17](=[O:18])([O:19][C:20]([CH3:21])([CH3:22])[CH3:23])[O:24][C:25]([O-:26])=[O:27].[C:35](=[O:36])([O-:37])[O-:38].[CH3:28][c:29]1[cH:30][cH:31][cH:32][cH:33][cH:34]1.[K+:39].[K+:40].[OH2:41].[c:1]1([CH:7]2[NH:8][CH2:9][CH2:10][c:11]3[cH:12][cH:13][cH:14][cH:15][c:16]32)[cH:2][cH:3][cH:4][cH:5][cH:6]1>>[c:1]1([CH:7]2[N:8]([C:17](=[O:18])[O:19][C:20]([CH3:21])([CH3:22])[CH3:23])[CH2:9][CH2:10][c:11]3[cH:12][cH:13][cH:14][cH:15][c:16]32)[cH:2][cH:3][cH:4][cH:5][cH:6]1.